This data is from the Open Reaction Database (ORD), a public repository of structured organic reaction records. The task is: describe an organic reaction: reactants, conditions, products, and yield Starting materials: [Br-], CC(CCN1CCSC1C(=O)O)N(c1cc(Cl)ccc1Cl)S(=O)(=O)c1ccc(Cl)cc1, CC(CCCN1CSC(CC(=O)O)C1)N(c1cc(Cl)ccc1Cl)S(=O)(=O)c1ccc(Cl)cc1, [K+], [K+], [OH-]. The product is CC(CCCN1CSC(C(=O)O)C1)N(c1cc(Cl)ccc1Cl)S(=O)(=O)c1ccc(Cl)cc1. Reaction SMILES: [Br-:67].[Cl:1][c:2]1[cH:3][cH:4][c:5]([S:6]([N:7]([c:8]2[cH:9][c:10]([Cl:11])[cH:12][cH:13][c:14]2[Cl:15])[CH:16]([CH3:17])[CH2:18][CH2:19][N:23]2[CH2:24][CH2:25][S:26][CH:27]2[C:20](=[O:21])[OH:22])(=[O:28])=[O:29])[cH:30][cH:31]1.[Cl:32][c:33]1[cH:34][cH:35][c:36]([S:39](=[O:40])(=[O:41])[N:42]([CH:43]([CH2:44][CH2:45][CH2:46][N:47]2[CH2:48][S:49][CH:50]([CH2:52][C:53]([OH:54])=[O:55])[CH2:51]2)[CH3:56])[c:57]2[c:58]([Cl:64])[cH:59][cH:60][c:61]([Cl:63])[cH:62]2)[cH:37][cH:38]1.[K+:66].[K+:68].[OH-:65]>>[C:20](=[O:21])([OH:22])[CH:50]1[S:49][CH2:48][N:47]([CH2:46][CH2:45][CH2:44][CH:43]([N:42]([S:39]([c:36]2[cH:35][cH:34][c:33]([Cl:32])[cH:38][cH:37]2)(=[O:40])=[O:41])[c:57]2[c:58]([Cl:64])[cH:59][cH:60][c:61]([Cl:63])[cH:62]2)[CH3:56])[CH2:51]1. Reactants: COC(=O)Cc1cc(OC)c(OC)cc1S(=O)(=O)N1CCN(c2ccc(C(F)(F)F)cn2)CC1, CO, [Li+], C1CCOC1, [OH-], O. The product is COc1cc(CC(=O)O)c(S(=O)(=O)N2CCN(c3ccc(C(F)(F)F)cn3)CC2)cc1OC. As a reaction SMILES: [CH3:1][O:2][C:3]([CH2:4][c:5]1[c:6]([S:15](=[O:16])(=[O:17])[N:18]2[CH2:19][CH2:20][N:21]([c:24]3[n:25][cH:26][c:27]([C:30]([F:31])([F:32])[F:33])[cH:28][cH:29]3)[CH2:22][CH2:23]2)[cH:7][c:8]([O:13][CH3:14])[c:9]([O:11][CH3:12])[cH:10]1)=[O:34].[CH3:42][OH:43].[Li+:40].[O:35]1[CH2:36][CH2:37][CH2:38][CH2:39]1.[OH-:41].[OH2:44]>>[O:2]=[C:3]([CH2:4][c:5]1[c:6]([S:15](=[O:16])(=[O:17])[N:18]2[CH2:19][CH2:20][N:21]([c:24]3[n:25][cH:26][c:27]([C:30]([F:31])([F:32])[F:33])[cH:28][cH:29]3)[CH2:22][CH2:23]2)[cH:7][c:8]([O:13][CH3:14])[c:9]([O:11][CH3:12])[cH:10]1)[OH:34]. Starting materials: BrC=1C(=CC2=C(C=3N(CCO2)C(=C(N3)C(=O)O)C(O)C3=CC(=CC(=C3)F)F)C1)F (10-bromo-3-((3,5-difluorophenyl)(hydroxy)methyl)-9-fluoro-5,6-dihydrobenzo[f]imidazo[1,2-d][1,4]oxazepine-2-carboxylic acid), [Cl-].[NH4+] (ammonium chloride). Product: BrC=1C(=CC2=C(C=3N(CCO2)C(=C(N3)C(=O)N)C(O)C3=CC(=CC(=C3)F)F)C1)F ((±)-10-bromo-3-((3,5-difluorophenyl)(hydroxy)methyl)-9-fluoro-5,6-dihydrobenzo[f]imidazo[1,2-d][1,4]oxazepine-2-carboxamide). Isolated yield 45.0%. As a reaction SMILES: [Br:1][C:2]1[C:3]([F:29])=[CH:4][C:5]2[O:11][CH2:10][CH2:9][N:8]3[C:12]([CH:18]([C:20]4[CH:25]=[C:24]([F:26])[CH:23]=[C:22]([F:27])[CH:21]=4)[OH:19])=[C:13]([C:15](O)=[O:16])[N:14]=[C:7]3[C:6]=2[CH:28]=1.[Cl-].[NH4+:31]>>[Br:1][C:2]1[C:3]([F:29])=[CH:4][C:5]2[O:11][CH2:10][CH2:9][N:8]3[C:12]([CH:18]([C:20]4[CH:25]=[C:24]([F:26])[CH:23]=[C:22]([F:27])[CH:21]=4)[OH:19])=[C:13]([C:15]([NH2:31])=[O:16])[N:14]=[C:7]3[C:6]=2[CH:28]=1 |f:1.2|. Procedure: 10-bromo-3-((3,5-difluorophenyl)(hydroxy)methyl)-9-fluoro-5,6-dihydrobenzo[f]imidazo[1,2-d][1,4]oxazepine-2-carboxylic acid was reacted with ammonium chloride and purified by flash chromatography to afford 57 mg (45% yield) of the title compound. Starting materials: BrB(Br)Br, ClCCl, CO, COc1ccccc1S(N)(=O)=O. Yields the product NS(=O)(=O)c1ccccc1O. As a reaction SMILES: [B:1]([Br:2])([Br:3])[Br:4].[CH2:19]([Cl:20])[Cl:21].[CH3:17][OH:18].[CH3:5][O:6][c:7]1[c:8]([S:13](=[O:14])(=[O:15])[NH2:16])[cH:9][cH:10][cH:11][cH:12]1>>[OH:6][c:7]1[c:8]([S:13](=[O:14])(=[O:15])[NH2:16])[cH:9][cH:10][cH:11][cH:12]1. Starting materials: [Al+3], C1CCOC1, [H-], [H-], [H-], [H-], [Li+], O=C(C(CO)c1ccccc1)N1CCCC1. The product is OCC(CN1CCCC1)c1ccccc1. As a reaction SMILES: [Al+3:2].[CH2:23]1[O:24][CH2:25][CH2:26][CH2:27]1.[H-:1].[H-:4].[H-:5].[H-:6].[Li+:3].[OH:7][CH2:8][CH:9]([C:10](=[O:11])[N:12]1[CH2:13][CH2:14][CH2:15][CH2:16]1)[c:17]1[cH:18][cH:19][cH:20][cH:21][cH:22]1>>[OH:7][CH2:8][CH:9]([CH2:10][N:12]1[CH2:13][CH2:14][CH2:15][CH2:16]1)[c:17]1[cH:18][cH:19][cH:20][cH:21][cH:22]1. The reactants are NC=1C=C2C=NN(C2=CC1)C=1C=C2C=CNC2=CC1 (5-amino-1-(indol-5-yl)indazole), OC1CCN(CC1)C1=CC=C(C(=O)O)C=C1 (4-(4-hydroxypiperidin-1-yl)benzoic acid). The product is N1C=CC2=CC(=CC=C12)N1N=CC2=CC(=CC=C12)NC(C1=CC=C(C=C1)N1CCC(CC1)O)=O (N-(1-(1H-Indol-5-yl)-1H-indazol-5-yl)-4-(4-hydroxypiperidin-1-yl)benzamide). As a reaction SMILES: [NH2:1][C:2]1[CH:3]=[C:4]2[C:8](=[CH:9][CH:10]=1)[N:7]([C:11]1[CH:12]=[C:13]3[C:17](=[CH:18][CH:19]=1)[NH:16][CH:15]=[CH:14]3)[N:6]=[CH:5]2.[OH:20][CH:21]1[CH2:26][CH2:25][N:24]([C:27]2[CH:35]=[CH:34][C:30]([C:31](O)=[O:32])=[CH:29][CH:28]=2)[CH2:23][CH2:22]1>>[NH:16]1[C:17]2[C:13](=[CH:12][C:11]([N:7]3[C:8]4[C:4](=[CH:3][C:2]([NH:1][C:31](=[O:32])[C:30]5[CH:29]=[CH:28][C:27]([N:24]6[CH2:25][CH2:26][CH:21]([OH:20])[CH2:22][CH2:23]6)=[CH:35][CH:34]=5)=[CH:10][CH:9]=4)[CH:5]=[N:6]3)=[CH:19][CH:18]=2)[CH:14]=[CH:15]1. Procedure: Compound 1043 was prepared according to the procedure described in Scheme IV from 5-amino-1-(indol-5-yl)indazole and 4-(4-hydroxypiperidin-1-yl)benzoic acid. The reactants are ClC1=NC(=NC(=C1\N=N\C1=CC=C(C=C1)C)Cl)SCCC (4,6-Dichloro-5-[(E)-2-(4-methylphenyl)diazenyl]-2-(propylsulfanyl)pyrimidine), [H][H] (hydrogen). The reagents and catalysts are [Pt] (platinum on carbon). Solvent: CC(C)O (2-propanol). Reaction conditions: temperature 20 celsius. Product: ClC1=NC(=NC(=C1N)Cl)SCCC (4,6-dichloro-2-(propylsulfanyl)-5-pyrimidinamine). As a reaction SMILES: [Cl:1][C:2]1[C:7](/[N:8]=N/C2C=CC(C)=CC=2)=[C:6]([Cl:17])[N:5]=[C:4]([S:18][CH2:19][CH2:20][CH3:21])[N:3]=1.[H][H]>CC(O)C.[Pt]>[Cl:1][C:2]1[C:7]([NH2:8])=[C:6]([Cl:17])[N:5]=[C:4]([S:18][CH2:19][CH2:20][CH3:21])[N:3]=1. Procedure: A stirred solution of 4,6-dichloro-5-[(E)-2-(4-methylphenyl)diazenyl]-2-(propylsulfanyl)pyrimidine (Step (3), 1.1 kg) in 2-propanol (16.6 kg) was hydrogenated for 1 h at 40° C./3.2 bar over a platinum on carbon catalyst (0.81 kg, 50% w/w Pt/C). The hydrogen gas pressure was released and the reactor flushed with nitrogen. The reaction mixture was filtered. The collected solid was washed with 2-propanol (1.7 kg) and the combined filtrates were concentrated under reduced pressure. The residual oil ...